Dataset: the Open Reaction Database (ORD), a public repository of structured organic reaction records. Task: describe an organic reaction: reactants, conditions, products, and yield Starting materials: C1(CCC1)OCC1=CC=C(C(=O)NC2=CC=C(C=C2)N2C3C(CC2)CNC3)C=C1 (4-Cyclobutoxymethyl-N-[4-(hexahydropyrrolo[3,4-b]pyrrol-1-yl)phenyl]-benzamide), CN(CC(=O)O)C (N,N-dimethylglycine). Yields the product C1(CCC1)OCC1=CC=C(C(=O)NC2=CC=C(C=C2)N2C3C(CC2)CN(C3)C(CN(C)C)=O)C=C1 (4-Cyclobutoxymethyl-N-{4-[5-(2-dimethylaminoacetyl)hexahydropyrrolo-[3,4-b]pyrrol-1-yl]phenyl}benzamide). Reaction SMILES: [CH:1]1([O:5][CH2:6][C:7]2[CH:29]=[CH:28][C:10]([C:11]([NH:13][C:14]3[CH:19]=[CH:18][C:17]([N:20]4[CH2:24][CH2:23][CH:22]5[CH2:25][NH:26][CH2:27][CH:21]45)=[CH:16][CH:15]=3)=[O:12])=[CH:9][CH:8]=2)[CH2:4][CH2:3][CH2:2]1.[CH3:30][N:31]([CH3:36])[CH2:32][C:33](O)=[O:34]>>[CH:1]1([O:5][CH2:6][C:7]2[CH:8]=[CH:9][C:10]([C:11]([NH:13][C:14]3[CH:19]=[CH:18][C:17]([N:20]4[CH2:24][CH2:23][CH:22]5[CH2:25][N:26]([C:33](=[O:34])[CH2:32][N:31]([CH3:36])[CH3:30])[CH2:27][CH:21]45)=[CH:16][CH:15]=3)=[O:12])=[CH:28][CH:29]=2)[CH2:4][CH2:3][CH2:2]1. Procedure details: 4-Cyclobutoxymethyl-N-[4-(hexahydropyrrolo[3,4-b]pyrrol-1-yl)phenyl]-benzamide was reacted with N,N-dimethylglycine by method E. The product with the molecular weight of 476.62 (C28H36N4O3); MS (ESI): 477 (M+H+) was obtained in this way.